From a dataset of the Open Reaction Database (ORD), a public repository of structured organic reaction records. describe an organic reaction: reactants, conditions, products, and yield Reactants: [H-].[Na+] (Sodium hydride), IC1=NNC2=NC=NC(=C21)N (3-iodo-1H-pyrazolo[3,4-d]pyrimidin-4-amine), BrCC(=O)OCC (Ethyl bromoacetate). The solvent is CN(C=O)C (N,N-dimethylformamide). Run at time 1 hour. Yields the product ether petroleum ether, NC1=C2C(=NC=N1)N(N=C2I)CC(=O)OCC (ethyl 2-(4-amino-3-iodo-1H-pyrazolo[3,4-d]pyrimidin-1-yl)acetate). Isolated yield 79.4%. Reaction SMILES: [H-].[Na+].[I:3][C:4]1[C:12]2[C:7](=[N:8][CH:9]=[N:10][C:11]=2[NH2:13])[NH:6][N:5]=1.Br[CH2:15][C:16]([O:18][CH2:19][CH3:20])=[O:17]>CN(C)C=O>[NH2:13][C:11]1[N:10]=[CH:9][N:8]=[C:7]2[N:6]([CH2:15][C:16]([O:18][CH2:19][CH3:20])=[O:17])[N:5]=[C:4]([I:3])[C:12]=12 |f:0.1|. Procedure details: Sodium hydride (60%, 0.138 g, 3.45 mmol) was added to a suspension of 3-iodo-1H-pyrazolo[3,4-d]pyrimidin-4-amine (0.750 g, 2.87 mmol) in N,N-dimethylformamide (9 mL), and the mixture was stirred at ambient temperature for 1 hour until a homogeneous solution was obtained. Ethyl bromoacetate (0.447 mL, 4.03 mmol) was added, and the mixture was stirred at ambient temperature under an atmosphere of nitrogen for 14 hours. The solvent was removed under reduced pressure and the resulting solid was trit...